This data is from the Open Reaction Database (ORD), a public repository of structured organic reaction records. The task is: describe an organic reaction: reactants, conditions, products, and yield Reactants: BrC=1C=CC(=NC1)C(F)(F)F (5-Bromo-2-(trifluoromethyl)pyridine), OC1=CC=C(C=C1)B(O)O (4-hydroxyphenylboronic acid), C([O-])([O-])=O.[Na+].[Na+] (sodium carbonate). Reagents/catalysts: C=1C=CC(=CC1)/C=C/C(=O)/C=C/C2=CC=CC=C2.C=1C=CC(=CC1)/C=C/C(=O)/C=C/C2=CC=CC=C2.C=1C=CC(=CC1)/C=C/C(=O)/C=C/C2=CC=CC=C2.[Pd].[Pd] (Tris(dibenzylideneacetone)dipalladium). Solvent: O1CCOCC1.O (dioxane water). Run at temperature 70 celsius. The product is FC(C1=CC=C(C=N1)C1=CC=C(C=C1)O)(F)F (4-(6-(Trifluoromethyl)pyridin-3-yl)phenol). The yield is 94.1%. As a reaction SMILES: Br[C:2]1[CH:3]=[CH:4][C:5]([C:8]([F:11])([F:10])[F:9])=[N:6][CH:7]=1.[OH:12][C:13]1[CH:18]=[CH:17][C:16](B(O)O)=[CH:15][CH:14]=1.C(=O)([O-])[O-].[Na+].[Na+]>O1CCOCC1.O.C1C=CC(/C=C/C(/C=C/C2C=CC=CC=2)=O)=CC=1.C1C=CC(/C=C/C(/C=C/C2C=CC=CC=2)=O)=CC=1.C1C=CC(/C=C/C(/C=C/C2C=CC=CC=2)=O)=CC=1.[Pd].[Pd]>[F:9][C:8]([F:11])([F:10])[C:5]1[N:6]=[CH:7][C:2]([C:16]2[CH:17]=[CH:18][C:13]([OH:12])=[CH:14][CH:15]=2)=[CH:3][CH:4]=1 |f:2.3.4,5.6,7.8.9.10.11|. Reported procedure: 5-Bromo-2-(trifluoromethyl)pyridine (1.18 g, 5.51 mmol), 4-hydroxyphenylboronic acid (775 mg, 5.51 mmol) and sodium carbonate (2.34 g, 22.0 mmol) were combined and dissolved in a mixture of dioxane/water (30 mL/6 mL). The reaction mixture was degassed and then tetrakistriphenylphosphinepalladium (0) (322 mg, 0.275 mmol) was added and the reaction mixture was heated at 70° C. for 18 hours. The cooled reaction mixture was partitioned between ethyl acetate and water. The organic layer was separated... The reactants are C(C1=CC=CC=C1)N1C(=C(C2=CC(=CC=C12)C1=CC=C(C=C1)O)CC1=CC=CC=C1)C (4-(1,3-dibenzyl-2-methyl-1H-indol-5-yl)-phenol), C(=O)([O-])[O-].[K+].[K+] (K2CO3), BrCC#N (bromoacetonitrile). Run in CC(=O)C (acetone). Product: C(C1=CC=CC=C1)N1C(=C(C2=CC(=CC=C12)C1=CC=C(OCC#N)C=C1)CC1=CC=CC=C1)C ([4-(1,3-Dibenzyl-2-methyl-1H-indol-5-yl)-phenoxy]-acetonitrile), product. The yield is 91.4%. As a reaction SMILES: [CH2:1]([N:8]1[C:16]2[C:11](=[CH:12][C:13]([C:17]3[CH:22]=[CH:21][C:20]([OH:23])=[CH:19][CH:18]=3)=[CH:14][CH:15]=2)[C:10]([CH2:24][C:25]2[CH:30]=[CH:29][CH:28]=[CH:27][CH:26]=2)=[C:9]1[CH3:31])[C:2]1[CH:7]=[CH:6][CH:5]=[CH:4][CH:3]=1.C([O-])([O-])=O.[K+].[K+].Br[CH2:39][C:40]#[N:41]>CC(C)=O>[CH2:1]([N:8]1[C:16]2[C:11](=[CH:12][C:13]([C:17]3[CH:22]=[CH:21][C:20]([O:23][CH2:39][C:40]#[N:41])=[CH:19][CH:18]=3)=[CH:14][CH:15]=2)[C:10]([CH2:24][C:25]2[CH:30]=[CH:29][CH:28]=[CH:27][CH:26]=2)=[C:9]1[CH3:31])[C:2]1[CH:3]=[CH:4][CH:5]=[CH:6][CH:7]=1 |f:1.2.3|. Procedure: The desired product was prepared using a procedure similar to step 5 of example 3. Thus, 4-(1,3-dibenzyl-2-methyl-1H-indol-5-yl)-phenol (0.164 g, 0.406 mmol) was reacted with K2CO3 (0.073 g, 0.528 mmol) and bromoacetonitrile (0.063 g, 0.528 mmol) in acetone (5 ml) to give the product (0.164 g, 0.371 mmol, 91%) as a pale-yellow, viscous oil. 1H NMR (DMSO-d6) a 2.35 (s, 3H), 4.11 (s, 2H), 5.18 (s, 2H), 5.43 (s, 2H), 6.99 (d, J=7.2 Hz, 2H), 7.09-7.13 (m, 3H), 7.20-7.26 (m, 5H), 7.27-7.30 (m, 3H), 7... Reactants: [F-].C(CCC)[N+](CCCC)(CCCC)CCCC (tetrabutylammonium fluoride), C[C@@H]([C@@](CN1N=CN=C1)(O[Si](C)(C)C)C1=CC=C(C=C1)Cl)C(C)O ((2R*,3R*)-3-methyl-2-(4-chlorophenyl)-2-(trimethylsilyloxy)-1-(1H-1,2,4-triazol -1-yl)-4-pentanol), O (water). The solvent is O1CCCC1 (tetrahydrofuran), O1CCCC1 (tetrahydrofuran). Conditions: time 30 minute. The product is ClC1=CC=C(C=C1)[C@@](CN1N=CN=C1)([C@@H](C(C)O)C)O ((2R*,3R*)-2-(4-Chlorophenyl)-3-methyl-1-(1H-1,2,4-triazol -1-yl)-2,4-pentanediol). The yield is 92.9%. RXN SMILES: [F-].C([N+](CCCC)(CCCC)CCCC)CCC.[CH3:19][C@H:20]([CH:40]([OH:42])[CH3:41])[C@:21]([C:33]1[CH:38]=[CH:37][C:36]([Cl:39])=[CH:35][CH:34]=1)([O:28][Si](C)(C)C)[CH2:22][N:23]1[CH:27]=[N:26][CH:25]=[N:24]1.O>O1CCCC1>[Cl:39][C:36]1[CH:37]=[CH:38][C:33]([C@:21]([OH:28])([C@H:20]([CH3:19])[CH:40]([OH:42])[CH3:41])[CH2:22][N:23]2[CH:27]=[N:26][CH:25]=[N:24]2)=[CH:34][CH:35]=1 |f:0.1|. Reported procedure: 0.35 ml (0.35 mmole) of tetrabutylammonium fluoride (as a 1 molar tetrahydrofuran solution) was added to a solution of 85.4 mg (0.233 mmole) of (2R*,3R*)-3-methyl-2-(4-chlorophenyl)-2-(trimethylsilyloxy)-1-(1H-1,2,4-triazol -1-yl)-4-pentanol (prepared as described in Preparation 7) in 2.5 ml of tetrahydrofuran, and then the mixture was stirred at room temperature for 30 minutes. At the end of this time, the reaction mixture was poured into water and extracted with ethyl acetate. The extract was ... Starting materials: FC(C(=O)[O-])(F)F (trifluoroacetate), ClC=1C=CC(=NC1)NC(C1=C(C=CC=C1)OCC1CCN(CC1)C(=O)OC(C)(C)C)=O (N-(5-chloropyridin-2-yl)-2-(1-tert-butoxycarbonylpiperidin-4-ylmethoxy)benzamide). The product is ClC=1C=CC(=NC1)NC(C1=C(C=CC=C1)OCC1CCNCC1)=O (N-(5-Chloropyridin-2-yl)-2-(piperidin-4-ylmethoxy)benzamide). The yield is 187.8%. As a reaction SMILES: [Cl:1][C:2]1[CH:3]=[CH:4][C:5]([NH:8][C:9](=[O:31])[C:10]2[CH:15]=[CH:14][CH:13]=[CH:12][C:11]=2[O:16][CH2:17][CH:18]2[CH2:23][CH2:22][N:21](C(OC(C)(C)C)=O)[CH2:20][CH2:19]2)=[N:6][CH:7]=1.FC(F)(F)C([O-])=O>>[Cl:1][C:2]1[CH:3]=[CH:4][C:5]([NH:8][C:9](=[O:31])[C:10]2[CH:15]=[CH:14][CH:13]=[CH:12][C:11]=2[O:16][CH2:17][CH:18]2[CH2:19][CH2:20][NH:21][CH2:22][CH2:23]2)=[N:6][CH:7]=1. Procedure: Using a similar procedure to that described in Example 9-B, N-(5-chloropyridin-2-yl)-2-(1-tert-butoxycarbonylpiperidin-4-ylmethoxy)benzamide (240 mg, 0.539 mmol) yielded 350 mg of the title compound as a trifluoroacetate salt which was used without further purification. The reactants are Cl (HCl), C(CCC)C1=NC(=C(N1CC1=CC=C(C=C1)C1=C(C=CC=C1)C1=NN=NN1C(C)OCC)C(=O)C1=NC(=CC=C1)CN(CC)CC)Cl ({2-butyl-5-chloro-3-[(2'-(1-(1-ethoxyethyl)-1H-tetrazol-5-yl)biphenyl-4-yl)methyl]-3H-imidazol-4-yl}[6-((diethylamino)methyl)pyridin-2-yl]methanone), [OH-].[Na+] (NaOH). Run in O1CCCC1 (tetrahydrofuran). Run at time 5 hour. Product: C(CCC)C1=NC(=C(N1CC1=CC=C(C=C1)C1=C(C=CC=C1)C1=NN=NN1)C(=O)C1=NC(=CC=C1)CN(CC)CC)Cl ({2-butyl-5-chloro-3-[(2'-(1H-tetrazol-5-yl)biphenyl-4-yl)methyl]-3H-imidazol-4-yl}[6-((diethylamino)methyl)pyridin-2-yl ]methanone). Yield: 85.7%. As a reaction SMILES: [CH2:1]([C:5]1[N:9]([CH2:10][C:11]2[CH:16]=[CH:15][C:14]([C:17]3[CH:22]=[CH:21][CH:20]=[CH:19][C:18]=3[C:23]3[N:27](C(OCC)C)[N:26]=[N:25][N:24]=3)=[CH:13][CH:12]=2)[C:8]([C:33]([C:35]2[CH:40]=[CH:39][CH:38]=[C:37]([CH2:41][N:42]([CH2:45][CH3:46])[CH2:43][CH3:44])[N:36]=2)=[O:34])=[C:7]([Cl:47])[N:6]=1)[CH2:2][CH2:3][CH3:4].Cl.[OH-].[Na+]>O1CCCC1>[CH2:1]([C:5]1[N:9]([CH2:10][C:11]2[CH:16]=[CH:15][C:14]([C:17]3[CH:22]=[CH:21][CH:20]=[CH:19][C:18]=3[C:23]3[NH:27][N:26]=[N:25][N:24]=3)=[CH:13][CH:12]=2)[C:8]([C:33]([C:35]2[CH:40]=[CH:39][CH:38]=[C:37]([CH2:41][N:42]([CH2:43][CH3:44])[CH2:45][CH3:46])[N:36]=2)=[O:34])=[C:7]([Cl:47])[N:6]=1)[CH2:2][CH2:3][CH3:4] |f:2.3|. Reported procedure: 21 mg (0.032 mmole) of the compound obtained in step 1 was dissolved in 0.5 ml of tetrahydrofuran and to the resulting solution was added 0.3 ml of aqueous 1N HCl solution. The resultant was stirred for 5 hours at room temperature, neutralized with aqueous 1N NaOH solution, concentrated under reduced pressure and purified with silica gel column chromatography to obtain 16 mg of the title compound (yield 85.8%). Starting materials: COc1ccc(Br)cc1C1OCCCO1, Cc1ccccc1, [Cu]I, O=C([O-])C(F)(F)C(F)(F)F, [Na+], CN(C)C=O. The product is COc1ccc(C(F)(F)C(F)(F)F)cc1C1OCCCO1. As a reaction SMILES: [Br:1][c:2]1[cH:3][c:4]([CH:10]2[O:11][CH2:12][CH2:13][CH2:14][O:15]2)[c:5]([O:8][CH3:9])[cH:6][cH:7]1.[CH3:34][c:35]1[cH:36][cH:37][cH:38][cH:39][cH:40]1.[Cu:32][I:33].[F:16][C:17]([C:18]([C:19]([O-:20])=[O:21])([F:22])[F:23])([F:24])[F:25].[Na+:26].[O:27]=[CH:28][N:29]([CH3:30])[CH3:31]>>[c:2]1([C:18]([C:17]([F:16])([F:24])[F:25])([F:22])[F:23])[cH:3][c:4]([CH:10]2[O:11][CH2:12][CH2:13][CH2:14][O:15]2)[c:5]([O:8][CH3:9])[cH:6][cH:7]1.